This data is from the Open Reaction Database (ORD), a public repository of structured organic reaction records. The task is: describe an organic reaction: reactants, conditions, products, and yield Starting materials: Cc1cncc(Br)c1, CC(C)S(=O)(=O)NC1CC1c1ccc(B2OC(C)(C)C(C)(C)O2)cc1. Product: Cc1cncc(-c2ccc(C3CC3NS(=O)(=O)C(C)C)cc2)c1. RXN SMILES: [Br:26][c:27]1[cH:28][n:29][cH:30][c:31]([CH3:33])[cH:32]1.[CH3:1][C:2]1([CH3:3])[C:4]([CH3:5])([CH3:6])[O:7][B:8]([c:9]2[cH:10][cH:11][c:12]([CH:15]3[CH:16]([NH:18][S:19](=[O:20])(=[O:21])[CH:22]([CH3:23])[CH3:24])[CH2:17]3)[cH:13][cH:14]2)[O:25]1>>[c:9]1(-[c:27]2[cH:28][n:29][cH:30][c:31]([CH3:33])[cH:32]2)[cH:10][cH:11][c:12]([CH:15]2[CH:16]([NH:18][S:19](=[O:20])(=[O:21])[CH:22]([CH3:23])[CH3:24])[CH2:17]2)[cH:13][cH:14]1.